This data is from the Open Reaction Database (ORD), a public repository of structured organic reaction records. The task is: describe an organic reaction: reactants, conditions, products, and yield Starting materials: FC(COC1=C(C=C(C=C1)C(F)(F)F)CC(=O)O)(F)F (2-(2,2,2-trifluoroethoxy)-5-trifluoromethylphenylacetic acid), 1-2-carbamoyl-4-(2-methylphenyl)piperazine, C=1C=CC2=C(C1)N=NN2O (HOBT), C(CCl)Cl (EDC), CCN(C(C)C)C(C)C (DIEA), CN(C)C=O (DMF). Run at time 14 hour. The product is FC(C=1C=CC(=C(C1)CC(=O)N1C(CN(CC1)C1=C(C=CC=C1)C)C(N)=O)OCC(F)(F)F)(F)F (1-(5-trifluoromethyl-2-(2,2,2-trifluoroethoxy)phenylacetyl)-2-carbamoyl-4-(2-methylphenyl)piperazine). RXN SMILES: [F:1][C:2]([F:20])([F:19])[CH2:3][O:4][C:5]1[CH:10]=[CH:9][C:8]([C:11]([F:14])([F:13])[F:12])=[CH:7][C:6]=1[CH2:15][C:16]([OH:18])=O.[CH:21]1[CH:22]=[CH:23][C:24]2N(O)N=[N:27][C:25]=2[CH:26]=1.[CH2:31](Cl)CCl.[CH3:35][CH2:36][N:37](C(C)C)[CH:38](C)[CH3:39].C[N:45]([CH:47]=[O:48])C>>[F:14][C:11]([F:12])([F:13])[C:8]1[CH:9]=[CH:10][C:5]([O:4][CH2:3][C:2]([F:1])([F:20])[F:19])=[C:6]([CH2:15][C:16]([N:37]2[CH2:38][CH2:39][N:27]([C:25]3[CH:26]=[CH:21][CH:22]=[CH:23][C:24]=3[CH3:31])[CH2:35][CH:36]2[C:47](=[O:48])[NH2:45])=[O:18])[CH:7]=1. Reported procedure: To a stirred solution of 2-(2,2,2-trifluoroethoxy)-5-trifluoromethylphenylacetic acid (0.10 g, 0.33 mmol) from Step 3 above, 1-2-carbamoyl-4-(2-methylphenyl)piperazine (0.08 g, 0.36 mmol) from Step 4 of Example 1, and HOBT (0.06 g, 0.4 mmol) in DMF (5 mL) was added EDC (0.10 g, 0.5 mmol) and DIEA (0.088 mL, 0.5 mmol). The mixture was stirred at ambient temperature for 14 h. The solvent was removed under reduced pressure and the residue was purified by pressurized silica gel column chromatography... The reactants are CN(Cc1nc2c(N)nc(N)nc2nc1Cl)c1ccc(C(=O)[O-])cc1, N. The product is CN(Cc1nc2c(N)nc(N)nc2nc1N)c1ccc(C(=O)O)cc1. Reaction SMILES: [NH2:1][c:2]1[n:3][c:4]2[n:5][c:6]([Cl:25])[c:7]([CH2:13][N:14]([CH3:15])[c:16]3[cH:17][cH:18][c:19]([C:20](=[O:21])[O-:22])[cH:23][cH:24]3)[n:8][c:9]2[c:10]([NH2:12])[n:11]1.[NH3:26]>>[NH2:1][c:2]1[n:3][c:4]2[n:5][c:6]([NH2:26])[c:7]([CH2:13][N:14]([CH3:15])[c:16]3[cH:17][cH:18][c:19]([C:20](=[O:21])[OH:22])[cH:23][cH:24]3)[n:8][c:9]2[c:10]([NH2:12])[n:11]1. The reactants are Cl (hydrochloric acid), CC12N3CCN4CCCN(CCN1CC(C3)C(=O)OC)C24C (methyl 10b,10c-dimethyldecahydro-3a,5a,8a,10a-tetraazapyrene-2-carboxylate), tetraamine. Solvent: CO (methanol). Reaction conditions: temperature 0 celsius. Product: N1CCNCC(CNCCNCCC1)C(=O)OC (methyl 1,4,8,11-tetraazacyclotetra-decane-6-carboxylate). Reaction SMILES: CC12C3(C)[N:6]4[CH2:7][CH2:8][CH2:9][N:10]3[CH2:11][CH2:12][N:13]1[CH2:14][CH:15]([C:17]([O:19][CH3:20])=[O:18])[CH2:16][N:3]2[CH2:4][CH2:5]4.Cl>CO>[NH:6]1[CH2:7][CH2:8][CH2:9][NH:10][CH2:11][CH2:12][NH:13][CH2:14][CH:15]([C:17]([O:19][CH3:20])=[O:18])[CH2:16][NH:3][CH2:4][CH2:5]1. Procedure details: A solution of 5.00 g (16.2 mmol) of compound 3 prepared in the preceding stage in 50 ml of absolute methanol is brought to reflux. 30 ml of a 35% aqueous hydrochloric acid solution are added in small amounts. Reflux is maintained for 48 hours. The mixture is cooled to 0° C. and the precipitate formed is filtered off and then washed with ice-cold methanol. The filtrate is evaporated and then the residue is taken up in the minimum amount of methanol. The precipitate formed is filtered off and wash...